From a dataset of the Open Reaction Database (ORD), a public repository of structured organic reaction records. describe an organic reaction: reactants, conditions, products, and yield Reactants: C(CC)(=O)C=1C(CC(CC1O)C1=CC=C(C=C1)OCC1=CC=CC=C1)=O (2-propionyl-3-hydroxy-5-(4-benzyloxyphenyl)cyclohex-2-en-1-one), C(C)O (ethanol). The reagents and catalysts are [Pd] (palladium on carbon). Reaction conditions: time 2 hour. Yields the product OC1=CC(CC(C1)C1=CC(=CC=C1)O)=O (3-hydroxy-5-(3-hydroxyphenyl)cyclohex-2-en-1-one). Reaction SMILES: C([C:5]1[C:6](=[O:26])[CH2:7][CH:8]([C:12]2[CH:17]=[CH:16][C:15](OCC3C=CC=CC=3)=[CH:14][CH:13]=2)[CH2:9][C:10]=1[OH:11])(=O)CC.C([OH:29])C>[Pd]>[OH:11][C:10]1[CH2:9][CH:8]([C:12]2[CH:17]=[CH:16][CH:15]=[C:14]([OH:29])[CH:13]=2)[CH2:7][C:6](=[O:26])[CH:5]=1. Procedure details: A solution of 20 g (0.068 mol) of 2-propionyl-3-hydroxy-5-(4-benzyloxyphenyl)cyclohex-2-en-1-one in 250 mL of absolute ethanol was treated with 7.5 g of 5 percent palladium on carbon and shaken in a Parr® hydrogenator under 50 pounds of hydrogen pressure for 2 hours at room temperature. The reaction mixture was filtered through diatomaceous earth, diluted with 1 liter of water and extracted thrice with 100 mL portions of ethyl acetate. The combined extracts were washed with an aqueous saturated ...